This data is from the Open Reaction Database (ORD), a public repository of structured organic reaction records. The task is: describe an organic reaction: reactants, conditions, products, and yield Starting materials: O=C([O-])[O-], O=c1ccc2c(Cl)ccnc2[nH]1, [Cs+], [Cs+], CN(C)C=O, O=C(O)C1CCc2ccc(O)cc2C1. The product is O=C(O)C1CCc2ccc(Oc3ccnc4[nH]c(=O)ccc34)cc2C1. As a reaction SMILES: [C:27](=[O:28])([O-:29])[O-:30].[Cl:1][c:2]1[c:3]2[cH:4][cH:5][c:6](=[O:12])[nH:7][c:8]2[n:9][cH:10][cH:11]1.[Cs+:31].[Cs+:32].[O:33]=[CH:34][N:35]([CH3:36])[CH3:37].[OH:13][c:14]1[cH:15][cH:16][c:17]2[c:22]([cH:23]1)[CH2:21][CH:20]([C:24](=[O:25])[OH:26])[CH2:19][CH2:18]2>>[c:2]1([O:13][c:14]2[cH:15][cH:16][c:17]3[c:22]([cH:23]2)[CH2:21][CH:20]([C:24](=[O:25])[OH:26])[CH2:19][CH2:18]3)[c:3]2[cH:4][cH:5][c:6](=[O:12])[nH:7][c:8]2[n:9][cH:10][cH:11]1. The reactants are [Al+3], C1CCOC1, CCCN1CC(=O)OC(c2ccc(-n3c(C)ccc3C)nc2)C1, [H-], [H-], [H-], [H-], [Li+], [Na+], [OH-]. Product: CCCN1CCOC(c2ccc(-n3c(C)ccc3C)nc2)C1. RXN SMILES: [Al+3:25].[CH2:32]1[O:33][CH2:34][CH2:35][CH2:36]1.[CH3:1][c:2]1[n:3](-[c:8]2[cH:9][cH:10][c:11]([CH:14]3[CH2:15][N:16]([CH2:21][CH2:22][CH3:23])[CH2:17][C:18](=[O:20])[O:19]3)[cH:12][n:13]2)[c:4]([CH3:7])[cH:5][cH:6]1.[H-:24].[H-:27].[H-:28].[H-:29].[Li+:26].[Na+:31].[OH-:30]>>[CH3:1][c:2]1[n:3](-[c:8]2[cH:9][cH:10][c:11]([CH:14]3[CH2:15][N:16]([CH2:21][CH2:22][CH3:23])[CH2:17][CH2:18][O:19]3)[cH:12][n:13]2)[c:4]([CH3:7])[cH:5][cH:6]1. Starting materials: [Cl-].[Na+] (sodium chloride), BrN1C(CCC1=O)=O (N-bromosuccinimide), N(=NC(C#N)(C)C)C(C#N)(C)C (2,2′-azobisisobutyronitrile), C1(=CC=CC=C1)C1=CC(C2=CC(=CC=C12)OCCCC1=CC=CC=C1)=O (3-Phenyl-6-(3-phenylpropoxy)indene-1-one). Reagents/catalysts: [W] (tungsten). Run in C(Cl)(Cl)(Cl)Cl (carbon tetrachloride). The product is BrC1C(C2=CC(=CC=C2C1C1=CC=CC=C1)OCCCC1=CC=CC=C1)=O (2-bromo-3-phenyl-6-(3-phenylpropoxy)indane-1-one). Isolated yield 59.5%. As a reaction SMILES: [C:1]1([C:7]2[C:15]3[C:10](=[CH:11][C:12]([O:16][CH2:17][CH2:18][CH2:19][C:20]4[CH:25]=[CH:24][CH:23]=[CH:22][CH:21]=4)=[CH:13][CH:14]=3)[C:9](=[O:26])[CH:8]=2)[CH:6]=[CH:5][CH:4]=[CH:3][CH:2]=1.[Br:27]N1C(=O)CCC1=O.N(C(C)(C)C#N)=NC(C)(C)C#N.[Cl-].[Na+]>C(Cl)(Cl)(Cl)Cl.[W]>[Br:27][CH:8]1[CH:7]([C:1]2[CH:2]=[CH:3][CH:4]=[CH:5][CH:6]=2)[C:15]2[C:10](=[CH:11][C:12]([O:16][CH2:17][CH2:18][CH2:19][C:20]3[CH:25]=[CH:24][CH:23]=[CH:22][CH:21]=3)=[CH:13][CH:14]=2)[C:9]1=[O:26] |f:3.4|. Procedure: 3-Phenyl-6-(3-phenylpropoxy)indene-1-one (200 mg, 0.586 mmol) was dissolved in carbon tetrachloride, and N-bromosuccinimide (313 mg, 1.75 mmol) and 2,2′-azobisisobutyronitrile (9.7 mg) were added thereto. Then, the mixture was refluxed for 1 hour under a 375 W tungsten lamp. After the reaction was completed, saturated sodium chloride was added thereto and extracted with dichloromethane. The extract was dried over anhydrous magnesium sulfate, concentrated, and the resulting residue was purified b... The reactants are OC1=C(C(=O)C2=C(C=CC=C2)O)C=CC=C1 (2,2'-dihydroxybenzophenone), C(C(C)(C)C)(=O)Cl (pivaloyl chloride). Solvent: N1=CC=CC=C1 (pyridine). Product: C(C(C)(C)C)(=O)OC1=C(C(=O)C2=C(C=CC=C2)OC(C(C)(C)C)=O)C=CC=C1 (2,2'-dipivaloyloxybenzophenone). RXN SMILES: [OH:1][C:2]1[CH:16]=[CH:15][CH:14]=[CH:13][C:3]=1[C:4]([C:6]1[CH:11]=[CH:10][CH:9]=[CH:8][C:7]=1[OH:12])=[O:5].[C:17](Cl)(=[O:22])[C:18]([CH3:21])([CH3:20])[CH3:19]>N1C=CC=CC=1>[C:17]([O:1][C:2]1[CH:16]=[CH:15][CH:14]=[CH:13][C:3]=1[C:4]([C:6]1[CH:11]=[CH:10][CH:9]=[CH:8][C:7]=1[O:12][C:17](=[O:22])[C:18]([CH3:21])([CH3:20])[CH3:19])=[O:5])(=[O:22])[C:18]([CH3:21])([CH3:20])[CH3:19]. Procedure: 2 g (0.01 mole) of 2,2'-dihydroxybenzophenone was dissolved in 30 mls of dry pyridine and 3 g (0.03 mole) of pivaloyl chloride added and contents warmed for 3 hrs. at 50° C. Solvent was removed by rotary evaporator and H2O added and crystals filtered. Recrystallized from ethanol, 3.2 g (83%) yield, M.P.~106°-108° C. Reactants: C(C)(C)(C)OC([C@H](CCC(C(=O)O)(CC1=CC=C(C=C1)O)C(=O)OC(C)(C)C)NC(=O)OC(C)(C)C)=O ((5S)-2-(tert-butoxycarbonyl)-5-[(tert-butoxycarbonyl)amino]-2-(4-hydroxybenzyl)hexanedioic acid 6-tert-butyl ester), 4-N,N-dimethylaminopyridine. The solvent is O1CCCC1 (tetrahydrofuran). Product: C(C)(C)(C)OC(=O)N[C@H](C(=O)OC(C)(C)C)CCC(C(=O)OC(C)(C)C)CC1=CC=C(C=C1)O (Di-tert-butyl (2S)-2-[(tert-butoxycarbonyl)amino]-5-(4-hydroxybenzyl)hexanedioate). Isolated yield 88.5%. As a reaction SMILES: [C:1]([O:5][C:6](=[O:37])[C@@H:7]([NH:29][C:30]([O:32][C:33]([CH3:36])([CH3:35])[CH3:34])=[O:31])[CH2:8][CH2:9][C:10]([C:22]([O:24][C:25]([CH3:28])([CH3:27])[CH3:26])=[O:23])([CH2:14][C:15]1[CH:20]=[CH:19][C:18]([OH:21])=[CH:17][CH:16]=1)C(O)=O)([CH3:4])([CH3:3])[CH3:2]>O1CCCC1>[C:33]([O:32][C:30]([NH:29][C@@H:7]([CH2:8][CH2:9][CH:10]([CH2:14][C:15]1[CH:16]=[CH:17][C:18]([OH:21])=[CH:19][CH:20]=1)[C:22]([O:24][C:25]([CH3:26])([CH3:27])[CH3:28])=[O:23])[C:6]([O:5][C:1]([CH3:4])([CH3:2])[CH3:3])=[O:37])=[O:31])([CH3:34])([CH3:35])[CH3:36]. Reported procedure: A solution of 730 mg (5S)-2-(tert-butoxycarbonyl)-5-[(tert-butoxycarbonyl)amino]-2-(4-hydroxybenzyl)hexanedioic acid 6-tert-butyl ester (1.39 mmol) and 290 mg 4-N,N-dimethylaminopyridine (2.37 mmol) in tetrahydrofuran (10 mL) was heated under reflux for 18 hours. Since the turnover was only approx. 75% then, and to drive the reaction to completion, the mixture was evaporated, the residue dissolved in 1,4-dioxane, and heated under reflux for another 2 hours after which turnover was complete. The ... Product: COCCOCOCCOC1=CC=C(C=C1)[N+](=O)[O-] (1-(2-((2-methoxyethoxy)methoxy)ethoxy)-4-nitrobenzene). As a reaction SMILES: N#N.[N+:3]([C:6]1[CH:15]=[CH:14][C:9]([O:10][CH2:11][CH2:12][OH:13])=[CH:8][CH:7]=1)([O-:5])=[O:4].CCN(C(C)C)C(C)C.[CH3:25][O:26][CH2:27][CH2:28][O:29][CH2:30]Cl.C([O-])(O)=O.[Na+]>C(Cl)Cl.O.C(OCC)(=O)C.CCCCCC>[CH3:25][O:26][CH2:27][CH2:28][O:29][CH2:30][O:13][CH2:12][CH2:11][O:10][C:9]1[CH:14]=[CH:15][C:6]([N+:3]([O-:5])=[O:4])=[CH:7][CH:8]=1 |f:4.5,8.9|. Isolated yield 65.9%. Starting materials: [N+](=O)([O-])C1=CC=C(OCCO)C=C1 (2-(4-nitrophenoxy)ethanol), CCN(C(C)C)C(C)C (DIPEA), N#N (N2), COCCOCCl (Methoxyethoxymethyl chloride), C(=O)(O)[O-].[Na+] (NaHCO3). Reaction conditions: temperature 0 celsius, time 16 hour. Reported procedure: Into a 100 mL 3-neck RBF, equipped with N2 Bubbler and thermo pocket 2-(4-nitrophenoxy)ethanol (10.8 g) in DCM (30 mL), and DIPEA (11.44 g) were added; the reaction mixture was cooled to 0° C. Methoxyethoxymethyl chloride (11.02 g in 20 mL DCM) was added drop wise during 10 min, and the reaction mixture was stirred at room temperature for 16 hr. The reaction was monitored on TLC using ethyl acetate:hexane (5:5) as mobile phase. After completion of the reaction, reaction mixture was poured into w... Solvent: C(Cl)Cl (DCM), O (water), C(C)(=O)OCC.CCCCCC (ethyl acetate hexane). Starting materials: C(C)(C)N(C(C)C)CC (N,N-diisopropylethylamine), CS(=O)C (dimethyl sulfoxide), CC1=C(C=C(C=C1)C)S(=O)(=O)OC=1C=C(OCCCO)C=C(C1)C (3-[3-(2,5-dimethylphenylsulfonyloxy)-5-methylphenoxy]propanol). Solvent: ClCCl (dichloromethane). Reaction conditions: time 1 hour. Yields the product CC1=C(C=C(C=C1)C)S(=O)(=O)OC=1C=C(OCCC=O)C=C(C1)C (3-[3-(2,5-Dimethylphenylsulfonyloxy)-5-methylphenoxy]propionaldehyde). Yield: 89.5%. As a reaction SMILES: [CH3:1][C:2]1[CH:7]=[CH:6][C:5]([CH3:8])=[CH:4][C:3]=1[S:9]([O:12][C:13]1[CH:14]=[C:15]([CH:21]=[C:22]([CH3:24])[CH:23]=1)[O:16][CH2:17][CH2:18][CH2:19][OH:20])(=[O:11])=[O:10].C(N(CC)C(C)C)(C)C.CS(C)=O>ClCCl>[CH3:1][C:2]1[CH:7]=[CH:6][C:5]([CH3:8])=[CH:4][C:3]=1[S:9]([O:12][C:13]1[CH:14]=[C:15]([CH:21]=[C:22]([CH3:24])[CH:23]=1)[O:16][CH2:17][CH2:18][CH:19]=[O:20])(=[O:10])=[O:11]. Procedure details: Sulfur trioxide pyridine complex (800 mg, 5.0 mmol) was added to a solution of 3-[3-(2,5-dimethylphenylsulfonyloxy)-5-methylphenoxy]propanol (600 mg, 1.7 mmol), as prepared in the preceding step, N,N-diisopropylethylamine (0.7 mL, 5.5 mmol) and anhydrous dimethyl sulfoxide (0.4 mL, 5.6 mmol) in anhydrous dichloromethane (20 mL). The reaction mixture was stirred at ambient temperature for 1 hour and then quenched with 10% aqueous citric acid (60 mL). The mixture was extracted into dichloromethane... Isolated yield 73.6%. Starting materials: FC1=C(C(=CC=C1OC(C)C)F)O (2,6-difluoro-3-isopropoxy-phenol), C(C)OC(C#CC)=O (ethyl-2-butynoate), N12CCCCCC2=NCCC1 (1,8-diazabicyclo[5.4.0]undec-7-ene). Run in O1CCCC1 (tetrahydrofuran), O1CCCC1 (tetrahydrofuran). Reported procedure: To a stirred mixture of 2,6-difluoro-3-isopropoxy-phenol (5.74 g, 0.031 mol) and ethyl-2-butynoate (6.85 g, 0.061 mol) in tetrahydrofuran (50 mL) was added 1,8-diazabicyclo[5.4.0]undec-7-ene (4.64 g, 0.030 mol) slowly. After addition was complete the mixture was stirred at reflux for 6 h. Upon completion of the reaction the tetrahydrofuran was removed in vacuo and the residue was diluted in diethyl ether and washed first with 1N aqueous hydrochloric acid, then 10% aqueous sodium hydroxide soluti... Yields the product C(C)OC(\C=C(/C)\OC1=C(C(=CC=C1F)OC(C)C)F)=O ((E)-3-(2,6-difluoro-3-isopropoxy-phenoxy)-but-2-enoic acid ethyl ester). As a reaction SMILES: [F:1][C:2]1[C:7]([O:8][CH:9]([CH3:11])[CH3:10])=[CH:6][CH:5]=[C:4]([F:12])[C:3]=1[OH:13].[CH2:14]([O:16][C:17](=[O:21])[C:18]#[C:19][CH3:20])[CH3:15].N12CCCN=C1CCCCC2>O1CCCC1>[CH2:14]([O:16][C:17](=[O:21])/[CH:18]=[C:19](/[O:13][C:3]1[C:4]([F:12])=[CH:5][CH:6]=[C:7]([O:8][CH:9]([CH3:11])[CH3:10])[C:2]=1[F:1])\[CH3:20])[CH3:15].